This data is from the Open Reaction Database (ORD), a public repository of structured organic reaction records. The task is: describe an organic reaction: reactants, conditions, products, and yield The reactants are CS(=O)(=O)O, CC#N, Cc1ccc(NC(=O)c2ccsc2)cc1-c1nc(NC2CC(C)(C)NC(C)(C)C2)nc2c1ccc(=O)n2-c1c(F)cccc1F. Product: CS(=O)(=O)O, Cc1ccc(NC(=O)c2ccsc2)cc1-c1nc(NC2CC(C)(C)NC(C)(C)C2)nc2c1ccc(=O)n2-c1c(F)cccc1F. As a reaction SMILES: [CH3:46][S:47]([OH:48])(=[O:49])=[O:50].[CH3:51][C:52]#[N:53].[F:1][c:2]1[c:3](-[n:9]2[c:10](=[O:45])[cH:11][cH:12][c:13]3[c:14]2[n:15][c:16]([NH:34][CH:35]2[CH2:36][C:37]([CH3:43])([CH3:44])[NH:38][C:39]([CH3:41])([CH3:42])[CH2:40]2)[n:17][c:18]3-[c:19]2[cH:20][c:21]([NH:26][C:27](=[O:28])[c:29]3[cH:30][s:31][cH:32][cH:33]3)[cH:22][cH:23][c:24]2[CH3:25])[c:4]([F:8])[cH:5][cH:6][cH:7]1>>[CH3:46][S:47](=[O:48])(=[O:49])[OH:50].[F:1][c:2]1[c:3](-[n:9]2[c:10](=[O:45])[cH:11][cH:12][c:13]3[c:14]2[n:15][c:16]([NH:34][CH:35]2[CH2:36][C:37]([CH3:43])([CH3:44])[NH:38][C:39]([CH3:41])([CH3:42])[CH2:40]2)[n:17][c:18]3-[c:19]2[cH:20][c:21]([NH:26][C:27](=[O:28])[c:29]3[cH:30][s:31][cH:32][cH:33]3)[cH:22][cH:23][c:24]2[CH3:25])[c:4]([F:8])[cH:5][cH:6][cH:7]1. The reactants are CC(COC(N=C(C1=CC=C(C=C1)NC(C1=C(C(=CC(=C1)OC)OCCO)F)C1=NN(C(=N1)OCCl)C1=NC=CC=N1)N)=O)(C)C ([1-amino-1-[4-({(5-chloromethoxy-1-pyrimidin-2-yl-1H-[1,2,4]triazol-3-yl)-[2-fluoro-3-(2-hydroxyethoxy)-5-methoxyphenyl]methyl}amino)phenyl]methylidene]carbamic acid 2,2-dimethylpropyl ester), C(O)([O-])=O.[K+] (potassium hydrogen carbonate), C(C)C(C(=O)O)CC (2-ethylbutanoic acid), [I-].[Na+] (sodium iodide), [Cl-].[NH4+] (ammonium chloride). Solvent: CN(C)C=O (DMF). Conditions: temperature 45 celsius, time 8 hour. Product: NC(C1=CC=C(C=C1)NC(C=1N=C(N(N1)C1=NC=CC=N1)OCOC(C(CC)CC)=O)C1=C(C(=CC(=C1)OC)OCCO)F)=NC(=O)OCC(C)(C)C (2-ethylbutanoic acid 5-{(4-{amino[2,2-dimethylpropoxycarbonylimino]methyl}phenylamino)-[2-fluoro-3-(2-hydroxyethoxy)-5-methoxyphenyl]methyl}-2-pyrimidin-2-yl-2H-[1,2,4]triazol-3-yloxymethyl ester). Reaction SMILES: [CH3:1][C:2]([CH3:46])([CH3:45])[CH2:3][O:4][C:5](=[O:44])[N:6]=[C:7]([NH2:43])[C:8]1[CH:13]=[CH:12][C:11]([NH:14][CH:15]([C:29]2[N:33]=[C:32]([O:34][CH2:35]Cl)[N:31]([C:37]3[N:42]=[CH:41][CH:40]=[CH:39][N:38]=3)[N:30]=2)[C:16]2[CH:21]=[C:20]([O:22][CH3:23])[CH:19]=[C:18]([O:24][CH2:25][CH2:26][OH:27])[C:17]=2[F:28])=[CH:10][CH:9]=1.C(=O)([O-])O.[K+].[CH2:52]([CH:54]([CH2:58][CH3:59])[C:55]([OH:57])=[O:56])[CH3:53].[I-].[Na+].[Cl-].[NH4+]>CN(C=O)C>[NH2:43][C:7](=[N:6][C:5]([O:4][CH2:3][C:2]([CH3:46])([CH3:45])[CH3:1])=[O:44])[C:8]1[CH:13]=[CH:12][C:11]([NH:14][CH:15]([C:16]2[CH:21]=[C:20]([O:22][CH3:23])[CH:19]=[C:18]([O:24][CH2:25][CH2:26][OH:27])[C:17]=2[F:28])[C:29]2[N:33]=[C:32]([O:34][CH2:35][O:57][C:55](=[O:56])[CH:54]([CH2:58][CH3:59])[CH2:52][CH3:53])[N:31]([C:37]3[N:42]=[CH:41][CH:40]=[CH:39][N:38]=3)[N:30]=2)=[CH:10][CH:9]=1 |f:1.2,4.5,6.7|. Procedure: To a mixture of [1-amino-1-[4-({(5-chloromethoxy-1-pyrimidin-2-yl-1H-[1,2,4]triazol-3-yl)-[2-fluoro-3-(2-hydroxyethoxy)-5-methoxyphenyl]methyl}amino)phenyl]methylidene]carbamic acid 2,2-dimethylpropyl ester (Example 2b, 100 mg), potassium hydrogen carbonate (109 mg), and DMF (13.3 mL), 2-ethylbutanoic acid (88.3 mg) and sodium iodide (117 mg) were added, and the resulting mixture was stirred at 45° C. overnight and then cooled to room temperature. To the reaction mixture, ice and saturated aqueo...